Task: describe an organic reaction: reactants, conditions, products, and yield. Dataset: the Open Reaction Database (ORD), a public repository of structured organic reaction records Reactants: COC1=C(C=CC=C1)N1CCN(CC1)[C@H]1[C@@H](CC=2C=CC=C(C2C1)O)O (trans-5,6,7,8-tetrahydro-7-[4-(2-methoxyphenyl)-1-piperazinyl]-1,6-naphthalenediol), [N+](=[N-])=C (diazomethane). Run in CO (methanol). Conditions: time 48 hour. Product: COC1=C2C[C@H]([C@@H](CC2=CC=C1)O)N1CCN(CC1)C1=C(C=CC=C1)OC (trans-1,2,3,4-Tetrahydro-5-methoxy-3-[4-(2-methoxyphenyl)-1-piperazinyl]-2-naphthalenol). Reaction SMILES: [CH3:1][O:2][C:3]1[CH:8]=[CH:7][CH:6]=[CH:5][C:4]=1[N:9]1[CH2:14][CH2:13][N:12]([C@@H:15]2[CH2:24][C:23]3[C:22]([OH:25])=[CH:21][CH:20]=[CH:19][C:18]=3[CH2:17][C@H:16]2[OH:26])[CH2:11][CH2:10]1.[N+](=[CH2:29])=[N-]>CO>[CH3:29][O:25][C:22]1[CH:21]=[CH:20][CH:19]=[C:18]2[C:23]=1[CH2:24][C@@H:15]([N:12]1[CH2:11][CH2:10][N:9]([C:4]3[CH:5]=[CH:6][CH:7]=[CH:8][C:3]=3[O:2][CH3:1])[CH2:14][CH2:13]1)[C@H:16]([OH:26])[CH2:17]2. Procedure: A solution of 2.0 g of trans-5,6,7,8-tetrahydro-7-[4-(2-methoxyphenyl)-1-piperazinyl]-1,6-naphthalenediol in methanol is treated with about 2 equivalents of freshly prepared diazomethane. The solution is stored at 0° C for 48 hours. The solvent is removed in vacuo, the residue is dissolved in ethyl acetate and washed with dilute sodium hydroxide solution. After drying and removal of solvent in vacuo, an oil remains which crystallizes on trituration with a very small amount of ether. The crystall... Starting materials: ClC1=NC=NC(=C1C#N)Cl (4,6-dichloro-pyrimidine-5-carbonitrile), CSC1=CC=C(C=C1)N (4-methylsulfanyl-phenylamine). Yields the product ClC1=NC=NC(=C1C#N)NC1=CC=C(C=C1)SC (4-chloro-6-(4-methylsulfanyl-phenylamino)-pyrimidine-5-carbonitrile). As a reaction SMILES: Cl[C:2]1[C:7]([C:8]#[N:9])=[C:6]([Cl:10])[N:5]=[CH:4][N:3]=1.[CH3:11][S:12][C:13]1[CH:18]=[CH:17][C:16]([NH2:19])=[CH:15][CH:14]=1>>[Cl:10][C:6]1[C:7]([C:8]#[N:9])=[C:2]([NH:19][C:16]2[CH:17]=[CH:18][C:13]([S:12][CH3:11])=[CH:14][CH:15]=2)[N:3]=[CH:4][N:5]=1. Procedure: Intermediate 4-chloro-6-(4-methylsulfanyl-phenylamino)-pyrimidine-5-carbonitrile was prepared in a similar manner as described herein using 4,6-dichloro-pyrimidine-5-carbonitrile and 4-methylsulfanyl-phenylamine. 1H-NMR (DMSO-d6): 10.22 (1H, s), 8.53 (1H, s) 7.43 (2H, m), 7.40 (2H, m), 2.49 (3H, s) ppm. LCMS: 277.0, 234.0, 149.0. Isolated yield 63.5%. Reported procedure: A solution of 3.3 parts of 1-(2,3-dihydro-2,2-dimethyl-4H-1-benzopyran-4-yl)-1H-imidazole-5-carboxylic acid in 45 parts in warm N,N-dimethylformamide was cooled to room temperature and then 2 parts of 1,1'-carbonylbis[1H-imidazole] were added. The whole was stirred at room temperature till CO2 evolution had ceased (±30 minutes). The mixture was heated to ±70° C. and 2.4 parts of ethanol and 0.1 parts of sodium ethoxide were added. Stirring was continued over weekend at ±70° C. After evaporation,... Yields the product CC1(OC2=C(C(C1)N1C=NC=C1C(=O)OCC)C=CC=C2)C (ethyl 1-(2,3-dihydro-2,2-dimethyl-4H-1-benzopyran-4-yl)-1H-imidazole-5-carboxylate). RXN SMILES: [CH3:1][C:2]1([CH3:20])[CH2:7][CH:6]([N:8]2[C:12]([C:13]([OH:15])=[O:14])=[CH:11][N:10]=[CH:9]2)[C:5]2[CH:16]=[CH:17][CH:18]=[CH:19][C:4]=2[O:3]1.C(N1C=CN=C1)(N1[CH:27]=[CH:26]N=C1)=O.C(=O)=O.[O-]CC.[Na+]>CN(C)C=O.C(O)C>[CH3:1][C:2]1([CH3:20])[CH2:7][CH:6]([N:8]2[C:12]([C:13]([O:15][CH2:26][CH3:27])=[O:14])=[CH:11][N:10]=[CH:9]2)[C:5]2[CH:16]=[CH:17][CH:18]=[CH:19][C:4]=2[O:3]1 |f:3.4|. Run in C(C)O (ethanol), CN(C=O)C (N,N-dimethylformamide). Reactants: [O-]CC.[Na+] (sodium ethoxide), CC1(OC2=C(C(C1)N1C=NC=C1C(=O)O)C=CC=C2)C (1-(2,3-dihydro-2,2-dimethyl-4H-1-benzopyran-4-yl)-1H-imidazole-5-carboxylic acid), C(=O)=O (CO2), C(=O)(N1C=NC=C1)N1C=NC=C1 (1,1'-carbonylbis[1H-imidazole]). The reactants are CNC(=O)C1=NC=CC(=C1)OC1=CC=C(C=C1)N (4-(4-aminophenoxy)pyridine-2-carboxylic acid methylamide), NC1=CC=C(C=C1)O (4-aminophenol). Yields the product CNC(=O)C1=NC=CC(=C1)OC1=CC(=C(C=C1)N)C (4-(4-Amino-3-methylphenoxy)pyridine-2-carboxylic acid methylamide). As a reaction SMILES: [CH3:1][NH:2][C:3]([C:5]1[CH:10]=[C:9]([O:11][C:12]2[CH:17]=[CH:16][C:15]([NH2:18])=[CH:14][CH:13]=2)[CH:8]=[CH:7][N:6]=1)=[O:4].N[C:20]1C=CC(O)=CC=1>>[CH3:1][NH:2][C:3]([C:5]1[CH:10]=[C:9]([O:11][C:12]2[CH:17]=[CH:16][C:15]([NH2:18])=[C:14]([CH3:20])[CH:13]=2)[CH:8]=[CH:7][N:6]=1)=[O:4]. Reported procedure: The title compound was prepared in the same manner described for 4-(4-aminophenoxy)pyridine-2-carboxylic acid methylamide, substituting 4-amino-3-methylphenol for 4-aminophenol. 1H-NMR (acetone-d6) δ 8.39 (d, J=5.7 Hz, 1H), 8.29 (br s, 1H), 7.51 (dd, J=2.7, 0.6 Hz, 1H), 6.98 (dd, J=5.7, 2.4 Hz, 1H), 6.82 (br s, 1H), 6.77 to 6.76 (m, 2H), 4.56 (br s, 2H), 2.92 (d, J=5.1 Hz, 3H), 2.16 (d, J=1.0 Hz, 3H). The reactants are O (Water), C(C)N(C(C)C)C(C)C (Ethyldiisopropylamine), COCCl (chloromethyl methyl ether), C(CC)C1=CC=C(C=C1)O (4-propylphenol). Solvent: C(Cl)Cl (methylene chloride). Reaction conditions: time 15 minute. Yields the product COCOC1=CC=C(C=C1)CCC (1-(Methoxymethoxy)-4-propylbenzene). As a reaction SMILES: C(N(C(C)C)C(C)C)C.[CH3:10][O:11][CH2:12]Cl.[CH2:14]([C:17]1[CH:22]=[CH:21][C:20]([OH:23])=[CH:19][CH:18]=1)[CH2:15][CH3:16].O>C(Cl)Cl>[CH3:10][O:11][CH2:12][O:23][C:20]1[CH:21]=[CH:22][C:17]([CH2:14][CH2:15][CH3:16])=[CH:18][CH:19]=1. Procedure details: Ethyldiisopropylamine (10.3 mL) and chloromethyl methyl ether (4.5 mL) were added to a solution of 4-propylphenol (4.09 g) in methylene chloride (60 mL) under ice cooling to form a reaction solution. This reaction solution was stirred for 15 minutes under ice cooling, and then left overnight at normal temperature. Water was added to the reaction solution, and the reaction solution was extracted with ethyl acetate. The extract was washed with water and saturated brine in that order, and then drie... Starting materials: [Si](C)(C)(C(C)(C)C)OCC1(CCN(CC1)C(=O)OC(C)(C)C)CCC(O)C1=C(C=NC2=CC=C(C=C12)OC)Cl (tert-butyl 4-(tert-butyldimethylsilanyloxymethyl)-4-[3-(3-chloro-6-methoxyquinolin-4-yl)-3-(R,S)-hydroxypropyl]piperidine-1-carboxylate), C(C)OCC (diethyl ether). Solvent: Cl (hydrochloric acid), O1CCOCC1 (dioxane), O1CCOCC1 (dioxane). The product is Cl.Cl.ClC=1C=NC2=CC=C(C=C2C1C(CCC1(CCNCC1)CO)O)OC ({4-[3-(3-chloro-6-methoxyquinolin-4-yl)-3-(R,S)-hydroxypropyl]piperidin-4-yl}methanol dihydrochloride). Yield: 328.1%. As a reaction SMILES: [Si]([O:8][CH2:9][C:10]1([CH2:23][CH2:24][CH:25]([C:27]2[C:36]3[C:31](=[CH:32][CH:33]=[C:34]([O:37][CH3:38])[CH:35]=3)[N:30]=[CH:29][C:28]=2[Cl:39])[OH:26])[CH2:15][CH2:14][N:13](C(OC(C)(C)C)=O)[CH2:12][CH2:11]1)(C(C)(C)C)(C)C.C(OCC)C>Cl.O1CCOCC1>[ClH:39].[ClH:39].[Cl:39][C:28]1[CH:29]=[N:30][C:31]2[C:36]([C:27]=1[CH:25]([OH:26])[CH2:24][CH2:23][C:10]1([CH2:9][OH:8])[CH2:15][CH2:14][NH:13][CH2:12][CH2:11]1)=[CH:35][C:34]([O:37][CH3:38])=[CH:33][CH:32]=2 |f:4.5.6|. Reported procedure: A mixture of 1.5 g of tert-butyl 4-(tert-butyldimethylsilanyloxymethyl)-4-[3-(3-chloro-6-methoxyquinolin-4-yl)-3-(R,S)-hydroxypropyl]piperidine-1-carboxylate in 6.5 cm3 of 5N hydrochloric acid dissolved in dioxane and 30 cm3 of dioxane was stirred at a temperature in the region of 20° C. for 17 hours. 100 cm3 of diethyl ether were added to the reaction mixture. The precipitate formed was filtered off to give 1.24 g of {4-[3-(3-chloro-6-methoxyquinolin-4-yl)-3-(R,S)-hydroxypropyl]piperidin-4-yl}m... Starting materials: FC=1C=C2C=CNC2=CC1 (5-Fluoro-indole), CCCCCCC.C(C)(=O)OCC.CO (heptane ethyl acetate methanol), [H-].[Na+] (sodium hydride). The solvent is C(C)(=O)OCC (ethyl acetate), CN(C)C=O (DMF), CN(C)C=O (DMF), CN(C)C=O (DMF). Run at temperature 50 celsius, time 30 minute. The product is C(C1=CC=CC=C1)N1CCC(CC1)CN1C=CC2=CC(=CC=C12)F (1-(1-Benzyl-piperidin-4-ylmethyl)-5-fluoro-indole), C(C1=CC=CC=C1)N1CC(CC1)CCN1C=CC2=CC(=CC=C12)F (1-[2-(1-benzyl-pyrrolidin-3-yl)-ethyl]-5-fluoro-1H-indole). Yield: 36.0%. Reaction SMILES: [F:1][C:2]1[CH:3]=[C:4]2[C:8](=[CH:9][CH:10]=1)[NH:7][CH:6]=[CH:5]2.[H-].[Na+].[CH3:13][CH2:14][CH2:15][CH2:16][CH2:17][CH2:18][CH3:19].C(O[CH2:24][CH3:25])(=O)C.CO>CN(C=O)C.C(OCC)(=O)C>[CH2:13]([N:7]1[CH2:8][CH2:4][CH:24]([CH2:25][N:7]2[C:8]3[C:4](=[CH:3][C:2]([F:1])=[CH:10][CH:9]=3)[CH:5]=[CH:6]2)[CH2:5][CH2:6]1)[C:14]1[CH:19]=[CH:18][CH:17]=[CH:16][CH:15]=1.[CH2:13]([N:7]1[CH2:8][CH2:4][CH:5]([CH2:24][CH2:25][N:7]2[C:8]3[C:4](=[CH:3][C:2]([F:1])=[CH:10][CH:9]=3)[CH:5]=[CH:6]2)[CH2:6]1)[C:14]1[CH:19]=[CH:18][CH:17]=[CH:16][CH:15]=1 |f:1.2,3.4.5|. Procedure details: 5-Fluoro-indole (391 mg, 2.89 mmol) in DMF (2 mL) was added drop-wise to a stirred suspension of sodium hydride (60%, 116 mg, 3.04 mmole) in DMF (2 mL) at 0° C. After 30 minutes compound a) (987 mg, 3.47 mmol), dissolved in DMF (6 mL), was added and the reaction mixture was stirred at 50° C. over night. The mixture was diluted with ethyl acetate, washed three times with water and dried over sodium sulfate. Evaporation of the solvent gave the crude product as a mixture of two constitution isomers...